This data is from the Open Reaction Database (ORD), a public repository of structured organic reaction records. The task is: describe an organic reaction: reactants, conditions, products, and yield Starting materials: C(=O)(O)CCC1=C(NC(=C1C)C=O)C (3-(2-carboxyethyl)-2,4-dimethyl-5-formylpyrrole), OC1=CC=C2CC(NC2=C1)=O (6-hydroxy-2-oxindole), N1CCCCC1 (piperidine). The solvent is C(C)O (ethanol). Yields the product OC1=CC=C2C(C(NC2=C1)=O)=CC1=C(C(=C(N1)C)CCC(=O)O)C (3-[5-(6-Hydroxy-2-oxo-1,2-dihydroindol-3-ylidenemethyl)-2,4-dimethyl-1H-pyrrol-3-yl]-propionic acid). Isolated yield 40.1%. RXN SMILES: [C:1]([CH2:4][CH2:5][C:6]1[C:10]([CH3:11])=[C:9]([CH:12]=O)[NH:8][C:7]=1[CH3:14])([OH:3])=[O:2].[OH:15][C:16]1[CH:24]=[C:23]2[C:19]([CH2:20][C:21](=[O:25])[NH:22]2)=[CH:18][CH:17]=1.N1CCCCC1>C(O)C>[OH:15][C:16]1[CH:24]=[C:23]2[C:19]([C:20](=[CH:12][C:9]3[NH:8][C:7]([CH3:14])=[C:6]([CH2:5][CH2:4][C:1]([OH:3])=[O:2])[C:10]=3[CH3:11])[C:21](=[O:25])[NH:22]2)=[CH:18][CH:17]=1. Procedure: 3-(2-carboxyethyl)-2,4-dimethyl-5-formylpyrrole (82 mg), 63 mg 6-hydroxy-2-oxindole, and 48 μL piperidine in 2 mL of ethanol were heated at 90° C. for two days. The reaction mixture was cooled, concentrated, and purified by silica gel column chromotography eluting with ethyl acetate-hexane-acetic acid to give 55 mg (40%) of the title compound as an dark brown solid. Starting materials: O=C(NC1CCN(CC2CCCN3CCCCC23)CC1)c1cc2c(OCc3coc4ccc(Cl)cc34)cccc2[nH]1, Cl, Cl, Cl, Cl, Cl, CC1CN(CCN2CCC(N)CC2)CCC1O. Product: CC1CN(CCN2CCC(NC(=O)c3cc4c(OCc5coc6ccc(Cl)cc56)cccc4[nH]3)CC2)CCC1O. Reaction SMILES: [CH:3]1([CH2:4][N:14]2[CH2:15][CH2:16][CH:17]([NH:20][C:21](=[O:22])[c:23]3[nH:24][c:25]4[cH:26][cH:27][cH:28][c:29]([O:32][CH2:33][c:34]5[cH:35][o:36][c:37]6[c:38]5[cH:39][c:40]([Cl:43])[cH:41][cH:42]6)[c:30]4[cH:31]3)[CH2:18][CH2:19]2)[CH:5]2[N:6]([CH2:7][CH2:8][CH2:9][CH2:10]2)[CH2:11][CH2:12][CH2:13]1.[ClH:1].[ClH:2].[ClH:44].[ClH:45].[ClH:46].[NH2:47][CH:48]1[CH2:49][CH2:50][N:51]([CH2:54][CH2:55][N:56]2[CH2:57][CH:58]([CH3:63])[CH:59]([OH:62])[CH2:60][CH2:61]2)[CH2:52][CH2:53]1>>[N:14]1([CH2:54][CH2:55][N:56]2[CH2:57][CH:58]([CH3:63])[CH:59]([OH:62])[CH2:60][CH2:61]2)[CH2:15][CH2:16][CH:17]([NH:20][C:21](=[O:22])[c:23]2[nH:24][c:25]3[cH:26][cH:27][cH:28][c:29]([O:32][CH2:33][c:34]4[cH:35][o:36][c:37]5[c:38]4[cH:39][c:40]([Cl:43])[cH:41][cH:42]5)[c:30]3[cH:31]2)[CH2:18][CH2:19]1. Starting materials: O=C(Cl)COCCc1ccccc1, CN(C)c1ccncc1, ClCCl, N#Cc1cccnc1N, c1ccncc1. Product: N#Cc1cccnc1NC(=O)COCCc1ccccc1. As a reaction SMILES: [CH2:1]([CH2:2][c:3]1[cH:4][cH:5][cH:6][cH:7][cH:8]1)[O:9][CH2:10][C:11](=[O:12])[Cl:13].[CH3:23][N:24]([c:25]1[cH:26][cH:27][n:28][cH:29][cH:30]1)[CH3:31].[Cl:32][CH2:33][Cl:34].[NH2:14][c:15]1[n:16][cH:17][cH:18][cH:19][c:20]1[C:21]#[N:22].[cH:35]1[cH:36][cH:37][n:38][cH:39][cH:40]1>>[CH2:1]([CH2:2][c:3]1[cH:4][cH:5][cH:6][cH:7][cH:8]1)[O:9][CH2:10][C:11](=[O:12])[NH:14][c:15]1[n:16][cH:17][cH:18][cH:19][c:20]1[C:21]#[N:22]. Starting materials: O=C([O-])C(O)C(O)C(=O)[O-], O=[N+]([O-])c1cc(Cl)c(OCc2ccccc2)c(Cl)c1, CCO, CCOC(C)=O, [K+], [Na+], Cl[Sn]Cl. Yields the product Nc1cc(Cl)c(OCc2ccccc2)c(Cl)c1. RXN SMILES: [C:23]([CH:24]([CH:25]([C:26]([O-:27])=[O:28])[OH:29])[OH:30])([O-:31])=[O:32].[CH2:4]([c:5]1[cH:6][cH:7][cH:8][cH:9][cH:10]1)[O:11][c:12]1[c:13]([Cl:22])[cH:14][c:15]([N+:19]([O-:20])=[O:21])[cH:16][c:17]1[Cl:18].[CH3:35][CH2:36][OH:37].[CH3:38][CH2:39][O:40][C:41](=[O:42])[CH3:43].[K+:33].[Na+:34].[Sn:1]([Cl:2])[Cl:3]>>[CH2:4]([c:5]1[cH:6][cH:7][cH:8][cH:9][cH:10]1)[O:11][c:12]1[c:13]([Cl:22])[cH:14][c:15]([NH2:19])[cH:16][c:17]1[Cl:18]. Reactants: O=C(CCCCCCCNC(=O)OCc1ccccc1)Nc1cccc(C(=O)NCCC(=O)OCc2ccccc2)c1, Nc1cccc(C(=O)O)c1. Product: O=C(CCCCCCCNC(=O)OCc1ccccc1)Nc1cccc(C(=O)O)c1. As a reaction SMILES: [CH2:1]([O:2][C:3](=[O:4])[CH2:5][CH2:6][NH:7][C:13]([c:14]1[cH:15][c:16]([NH:20][C:21]([CH2:22][CH2:23][CH2:24][CH2:25][CH2:26][CH2:27][CH2:28][NH:29][C:30](=[O:31])[O:32][CH2:33][c:34]2[cH:35][cH:36][cH:37][cH:38][cH:39]2)=[O:40])[cH:17][cH:18][cH:19]1)=[O:41])[c:8]1[cH:9][cH:10][cH:11][cH:12][cH:42]1.[NH2:43][c:44]1[cH:45][c:46]([C:47](=[O:48])[OH:51])[cH:49][cH:50][cH:52]1>>[C:13]([c:14]1[cH:15][c:16]([NH:20][C:21]([CH2:22][CH2:23][CH2:24][CH2:25][CH2:26][CH2:27][CH2:28][NH:29][C:30](=[O:31])[O:32][CH2:33][c:34]2[cH:35][cH:36][cH:37][cH:38][cH:39]2)=[O:40])[cH:17][cH:18][cH:19]1)([OH:41])=[O:51]. The reactants are C(C)(C)(C)OC(=O)N1CCN(CC1)C(=O)C1=C(N(C2=CC=CC=C12)C1C=CCCC1)OC1=C(C=CC(=C1)F)C (4-[1-Cyclohex-2-enyl-2-(5-fluoro-2-methyl-phenoxy)-1H-indole-3-carbonyl]-piperazine-1-carboxylic acid tert-butyl ester), [H][H] (hydrogen). The reagents and catalysts are [Pd] (palladium on activated carbon). Run in C(C)O (ethanol). Conditions: time 8 hour. The product is C(C)(C)(C)OC(=O)N1CCN(CC1)C(=O)C1=C(N(C2=CC=CC=C12)C1CCCCC1)OC1=C(C=CC(=C1)F)C (4-[1-Cyclohexyl-2-(5-fluoro-2-methyl-phenoxy)-1H-indole-3-carbonyl]-piperazine-1-carboxylic acid tert-butyl ester). Yield: 97.9%. Reaction SMILES: [C:1]([O:5][C:6]([N:8]1[CH2:13][CH2:12][N:11]([C:14]([C:16]2[C:24]3[C:19](=[CH:20][CH:21]=[CH:22][CH:23]=3)[N:18]([CH:25]3[CH2:30][CH2:29][CH2:28][CH:27]=[CH:26]3)[C:17]=2[O:31][C:32]2[CH:37]=[C:36]([F:38])[CH:35]=[CH:34][C:33]=2[CH3:39])=[O:15])[CH2:10][CH2:9]1)=[O:7])([CH3:4])([CH3:3])[CH3:2].[H][H]>C(O)C.[Pd]>[C:1]([O:5][C:6]([N:8]1[CH2:13][CH2:12][N:11]([C:14]([C:16]2[C:24]3[C:19](=[CH:20][CH:21]=[CH:22][CH:23]=3)[N:18]([CH:25]3[CH2:30][CH2:29][CH2:28][CH2:27][CH2:26]3)[C:17]=2[O:31][C:32]2[CH:37]=[C:36]([F:38])[CH:35]=[CH:34][C:33]=2[CH3:39])=[O:15])[CH2:10][CH2:9]1)=[O:7])([CH3:4])([CH3:3])[CH3:2]. Reported procedure: The compound of example 22, step 4 (66.0 mg, 124 μmol) was dissolved in ethanol (5 ml), and palladium on activated carbon (20 mg, 10%) was added. The mixture was hydrogenated overnight at room temperature and a hydrogen pressure of 4.5 bar. The mixture was filtered over celite and evaporated under reduced pressure to give 65.0 mg of the crude title compound. Reactants: Br.N1=CC=CC=C1 (pyridine hydrobromide), O1C(=CC2=C1C=CC=C2)C(=O)C ((benzofuran-2-yl)methylketone). Procedure details: A polymer of perbromide of pyridine hydrobromide (8.75 g; 17.5 mmol; 1.4 equivalent) is added to a solution of (benzofuran-2-yl)methylketone (2 g; 12.5 mmol) in methanol (40 ml). The resulting mixture is stirred at ambient temperature for 7 hours and the reaction is stopped by filtration. The methanol is eliminated under reduced pressure and an additional addition of diethyl ether allows crystallization of the expected product (3.6 g; yield=60%). Isolated yield 120.5%. The solvent is CO (methanol). The product is O1C(=CC2=C1C=CC=C2)C(CBr)=O (1-(1-benzofuran-2-yl)-2-bromo-1-ethanone). RXN SMILES: [BrH:1].N1C=CC=CC=1.[O:8]1[C:12]2[CH:13]=[CH:14][CH:15]=[CH:16][C:11]=2[CH:10]=[C:9]1[C:17]([CH3:19])=[O:18]>CO>[O:8]1[C:12]2[CH:13]=[CH:14][CH:15]=[CH:16][C:11]=2[CH:10]=[C:9]1[C:17](=[O:18])[CH2:19][Br:1] |f:0.1|. Run at time 7 hour. Product: C1(CC1)C(=O)N1[C@H](CCC2=C(C(=CC=C12)C=1C=NN(C1)C1CCN(CC1)C(=O)OC(C)(C)C)O)C ((S)-tert-butyl 4-(4-(1-(cyclopropanecarbonyl)-5-hydroxy-2-methyl-1,2,3,4-tetrahydroquinolin-6-yl)-1H-pyrazol-1-yl)piperidine-1-carboxylate). RXN SMILES: Br[C:2]1[C:3]([OH:18])=[C:4]2[C:9](=[CH:10][CH:11]=1)[N:8]([C:12]([CH:14]1[CH2:16][CH2:15]1)=[O:13])[C@@H:7]([CH3:17])[CH2:6][CH2:5]2.CC1(C)C(C)(C)OB([C:27]2[CH:28]=[N:29][N:30]([CH:32]3[CH2:37][CH2:36][N:35]([C:38]([O:40][C:41]([CH3:44])([CH3:43])[CH3:42])=[O:39])[CH2:34][CH2:33]3)[CH:31]=2)O1.C(=O)([O-])[O-].[Na+].[Na+].O1CCOCC1>C1C=CC(P(C2C=CC=CC=2)[C-]2C=CC=C2)=CC=1.C1C=CC(P(C2C=CC=CC=2)[C-]2C=CC=C2)=CC=1.Cl[Pd]Cl.[Fe+2].ClCCl.O>[CH:14]1([C:12]([N:8]2[C:9]3[C:4](=[C:3]([OH:18])[C:2]([C:27]4[CH:28]=[N:29][N:30]([CH:32]5[CH2:33][CH2:34][N:35]([C:38]([O:40][C:41]([CH3:44])([CH3:43])[CH3:42])=[O:39])[CH2:36][CH2:37]5)[CH:31]=4)=[CH:11][CH:10]=3)[CH2:5][CH2:6][C@@H:7]2[CH3:17])=[O:13])[CH2:16][CH2:15]1 |f:2.3.4,6.7.8.9.10|. The yield is 25.7%. Run in O (water), O (water). Reagents/catalysts: C1=CC=C(C=C1)P([C-]2C=CC=C2)C3=CC=CC=C3.C1=CC=C(C=C1)P([C-]2C=CC=C2)C3=CC=CC=C3.Cl[Pd]Cl.[Fe+2].ClCCl ([1,1′-bis(diphenylphosphino)ferrocene]dichloropalladium(II) dichloromethane). Reported procedure: A mixture of (S)-(6-bromo-5-hydroxy-2-methyl-3,4-dihydroquinolin-1(2H)-yl)(cyclopropyl)methanone (1.00 g, 3.24 mmol), tert-butyl 4-(4-(4,4,5,5-tetramethyl-1,3,2-dioxaborolan-2-yl)-1H-pyrazol-1-yl)piperidine-1-carboxylate (2.40 g, 6.37 mmol), sodium carbonate (0.686 g, 6.47 mmol), [1,1′-bis(diphenylphosphino)ferrocene]dichloropalladium(II) dichloromethane adduct (0.263 g, 0.32 mmol), 1,4-dioxane (15 mL), and water (5 mL) stirred overnight at 80° C. The reaction mixture was cooled to room temperat... Reactants: BrC=1C(=C2CC[C@@H](N(C2=CC1)C(=O)C1CC1)C)O ((S)-(6-bromo-5-hydroxy-2-methyl-3,4-dihydroquinolin-1(2H)-yl)(cyclopropyl)methanone), CC1(OB(OC1(C)C)C=1C=NN(C1)C1CCN(CC1)C(=O)OC(C)(C)C)C (tert-butyl 4-(4-(4,4,5,5-tetramethyl-1,3,2-dioxaborolan-2-yl)-1H-pyrazol-1-yl)piperidine-1-carboxylate), C([O-])([O-])=O.[Na+].[Na+] (sodium carbonate), O1CCOCC1 (1,4-dioxane). Conditions: temperature 80 celsius, time 8 hour.